From a dataset of the Open Reaction Database (ORD), a public repository of structured organic reaction records. describe an organic reaction: reactants, conditions, products, and yield Reactants: BrC1=NC=CC=C1 (2-bromopyridine), COC(CCCN1CCC(CC1)CCCC)=O (4-(4-Butyl-piperidin-1-yl)butyric acid methyl ester), [Li]CCCC (n-BuLi), crude product. Run in C(Cl)Cl (CH2Cl2), C(Cl)Cl (CH2Cl2), C(Cl)Cl (CH2Cl2). Run at time 20 minute. Yields the product C(CCC)C1CCN(CC1)CCCC(=O)C1=NC=CC=C1 (4-n-Butyl-1-[4-(2-pyridinyl)-4-oxo-1-butyl]piperidine). Yield: 12.0%. As a reaction SMILES: Br[C:2]1[CH:7]=[CH:6][CH:5]=[CH:4][N:3]=1.[Li]CCCC.CO[C:15](=[O:29])[CH2:16][CH2:17][CH2:18][N:19]1[CH2:24][CH2:23][CH:22]([CH2:25][CH2:26][CH2:27][CH3:28])[CH2:21][CH2:20]1>C(Cl)Cl>[CH2:25]([CH:22]1[CH2:21][CH2:20][N:19]([CH2:18][CH2:17][CH2:16][C:15]([C:2]2[CH:7]=[CH:6][CH:5]=[CH:4][N:3]=2)=[O:29])[CH2:24][CH2:23]1)[CH2:26][CH2:27][CH3:28]. Procedure details: To a dry 25 mL reaction flask was added 2-bromopyridine (200 mg, 1.3 mmol) dissolved in CH2Cl2 (3 mL) and the temperature was adjusted to −78° C. After being stirred for 20 min, addition of n-BuLi (0.84 mL, 1.4 mmol) was conducted under inert atmosphere. After additional 30 min, a solution of 23 dissolved in CH2Cl2 (2 mL) was added. The reaction mixture was left to warm to rt over-night before being quenched with H2SO4 (5 mL, 1 M). The reaction mixture was extracted with ethyl acetate (6×25 mL) ...